From a dataset of the Open Reaction Database (ORD), a public repository of structured organic reaction records. describe an organic reaction: reactants, conditions, products, and yield Starting materials: CCOC(=O)Cl, CCCOc1ccc2c(c1-c1ncnc3c(C(=O)NC4CCNCC4)c[nH]c13)OCO2. The product is CCCOc1ccc2c(c1-c1ncnc3c(C(=O)NC4CCN(C(=O)OCC)CC4)c[nH]c13)OCO2. RXN SMILES: [Cl:32][C:33](=[O:34])[O:35][CH2:36][CH3:37].[NH:1]1[CH2:2][CH2:3][CH:4]([NH:7][C:8](=[O:9])[c:10]2[cH:11][nH:12][c:13]3[c:14]2[n:15][cH:16][n:17][c:18]3-[c:19]2[c:20]([O:28][CH2:29][CH2:30][CH3:31])[cH:21][cH:22][c:23]3[c:27]2[O:26][CH2:25][O:24]3)[CH2:5][CH2:6]1>>[N:1]1([C:33](=[O:34])[O:35][CH2:36][CH3:37])[CH2:2][CH2:3][CH:4]([NH:7][C:8](=[O:9])[c:10]2[cH:11][nH:12][c:13]3[c:14]2[n:15][cH:16][n:17][c:18]3-[c:19]2[c:20]([O:28][CH2:29][CH2:30][CH3:31])[cH:21][cH:22][c:23]3[c:27]2[O:26][CH2:25][O:24]3)[CH2:5][CH2:6]1. Reactants: S1C2=C(C=C1C1=NC(=NC=C1Br)Cl)C=CC=C2 (4-benzo[b]thiophen-2-yl-5-bromo-2-chloro-pyrimidine), NCCN1C(NC(C12CCCCC2)=O)=O (1-(2-aminoethyl)-1,3-diaza-spiro[4.5]decane-2,4-dione), C(C)(C)N(CC)C(C)C (diisopropylethylamine). Solvent: C(C)(C)O (isopropyl alcohol). Conditions: temperature 170 celsius. The product is S1C2=C(C=C1C1=NC(=NC=C1Br)NCCN1C(NC(C13CCCCC3)=O)=O)C=CC=C2 (1-[2-(4-Benzo[b]thiophen-2-yl-5-bromo-pyrimidin-2-ylamino)-ethyl]-1,3-diazaspiro[4.5]decane-2,4-dione). Reaction SMILES: [S:1]1[C:5]([C:6]2[C:11]([Br:12])=[CH:10][N:9]=[C:8](Cl)[N:7]=2)=[CH:4][C:3]2[CH:14]=[CH:15][CH:16]=[CH:17][C:2]1=2.[NH2:18][CH2:19][CH2:20][N:21]1[C:25]2([CH2:30][CH2:29][CH2:28][CH2:27][CH2:26]2)[C:24](=[O:31])[NH:23][C:22]1=[O:32].C(N(C(C)C)CC)(C)C>C(O)(C)C>[S:1]1[C:5]([C:6]2[C:11]([Br:12])=[CH:10][N:9]=[C:8]([NH:18][CH2:19][CH2:20][N:21]3[C:25]4([CH2:30][CH2:29][CH2:28][CH2:27][CH2:26]4)[C:24](=[O:31])[NH:23][C:22]3=[O:32])[N:7]=2)=[CH:4][C:3]2[CH:14]=[CH:15][CH:16]=[CH:17][C:2]1=2. Reported procedure: A mixture of 4-benzo[b]thiophen-2-yl-5-bromo-2-chloro-pyrimidine (318 mg, 1.0 mmol) and 1-(2-aminoethyl)-1,3-diaza-spiro[4.5]decane-2,4-dione (214 mg, 1.01 equiv.) in isopropyl alcohol (4 mL) was treated with diisopropylethylamine (192 μL, 1.1 equiv.) and heated at 170° C. for 17 min in a Personal Chemistry microwave reactor. Upon cooling, the product was obtained by filtration and washing with isopropyl alcohol, recrystallizing from hot isopropyl alcohol. MS (M+H)+ 500/502.